describe an organic reaction: reactants, conditions, products, and yield From a dataset of the Open Reaction Database (ORD), a public repository of structured organic reaction records. Reactants: [Cl-].C(C)OC(CC1C[NH2+]C1)=O (3-(2-ethoxy-2-oxoethyl)azetidinium chloride), C(C)OC(=O)C=1C=CC(=C(C(=O)O)C1)OCCCC1=CC=C(C=C1)OCCCCOC1=CC=CC=C1 (5-(ethoxycarbonyl)-2-{3-[4-(4-phenoxybutoxy)-phenyl]propoxy}benzoic acid). Yields the product C(C)OC(CC1CN(C1)C(=O)C=1C=C(C(=O)OCC)C=CC1OCCCC1=CC=C(C=C1)OCCCCOC1=CC=CC=C1)=O (Ethyl 3-{[3-(2-ethoxy-2-oxoethyl)azetidin-1-yl]carbonyl}-4-{3-[4-(4-phenoxybutoxy)phenyl]-propoxy}benzoate). As a reaction SMILES: [Cl-].[CH2:2]([O:4][C:5](=[O:11])[CH2:6][CH:7]1[CH2:10][NH2+:9][CH2:8]1)[CH3:3].[CH2:12]([O:14][C:15]([C:17]1[CH:18]=[CH:19][C:20]([O:26][CH2:27][CH2:28][CH2:29][C:30]2[CH:35]=[CH:34][C:33]([O:36][CH2:37][CH2:38][CH2:39][CH2:40][O:41][C:42]3[CH:47]=[CH:46][CH:45]=[CH:44][CH:43]=3)=[CH:32][CH:31]=2)=[C:21]([CH:25]=1)[C:22](O)=[O:23])=[O:16])[CH3:13]>>[CH2:2]([O:4][C:5](=[O:11])[CH2:6][CH:7]1[CH2:10][N:9]([C:22]([C:21]2[CH:25]=[C:17]([CH:18]=[CH:19][C:20]=2[O:26][CH2:27][CH2:28][CH2:29][C:30]2[CH:35]=[CH:34][C:33]([O:36][CH2:37][CH2:38][CH2:39][CH2:40][O:41][C:42]3[CH:43]=[CH:44][CH:45]=[CH:46][CH:47]=3)=[CH:32][CH:31]=2)[C:15]([O:14][CH2:12][CH3:13])=[O:16])=[O:23])[CH2:8]1)[CH3:3] |f:0.1|. Procedure: Preparation takes place in analogy to Example IX, method 3, from 3-(2-ethoxy-2-oxoethyl)azetidinium chloride and 5-(ethoxycarbonyl)-2-{3-[4-(4-phenoxybutoxy)-phenyl]propoxy}benzoic acid. The reactants are BrCCCBr, O=C([O-])[O-], CC(C)=O, [K+], [K+], O=Cc1ccc(O)cc1. The product is O=Cc1ccc(OCCCBr)cc1. Reaction SMILES: [Br:1][CH2:2][CH2:3][CH2:4][Br:5].[C:15](=[O:16])([O-:17])[O-:18].[CH3:21][C:22](=[O:23])[CH3:24].[K+:19].[K+:20].[OH:6][c:7]1[cH:8][cH:9][c:10]([CH:11]=[O:12])[cH:13][cH:14]1>>[Br:1][CH2:2][CH2:3][CH2:4][O:6][c:7]1[cH:8][cH:9][c:10]([CH:11]=[O:12])[cH:13][cH:14]1. The reactants are C1CCOC1, COC(=O)C=CC=CCS(=O)c1ccc(OC)cc1, CO, [K+], NO, [OH-]. Yields the product COc1ccc(S(=O)CC=CC=CC(=O)NO)cc1. As a reaction SMILES: [CH2:26]1[O:27][CH2:28][CH2:29][CH2:30]1.[CH3:1][O:2][C:3]([CH:4]=[CH:5][CH:6]=[CH:7][CH2:8][S:9](=[O:10])[c:11]1[cH:12][cH:13][c:14]([O:17][CH3:18])[cH:15][cH:16]1)=[O:19].[CH3:24][OH:25].[K+:23].[NH2:20][OH:21].[OH-:22]>>[O:2]=[C:3]([CH:4]=[CH:5][CH:6]=[CH:7][CH2:8][S:9](=[O:10])[c:11]1[cH:12][cH:13][c:14]([O:17][CH3:18])[cH:15][cH:16]1)[NH:20][OH:21]. Reactants: C(C)OC(C(C(CC(C(=O)OCC)=O)C1=C(C(=CC=C1)N1CCCCC1)[N+](=O)[O-])=O)=O (3-(2-nitro-3-piperidin-1-yl-phenyl)-2,5-dioxo-hexanedioic acid di ethyl ester), C(C)(=O)O (acetic acid). The reagents and catalysts are [Zn] (zinc). Solvent: C(Cl)Cl (DCM), [Cl-].[Na+].O (brine), C1CCOC1 (THF). Run at time 4 hour. Yields the product C(C)OC(=O)C1=CC2=C(C(NC=3C(=CC=CC23)N2CCCCC2)=O)O1 (4-oxo-6-piperidin-1-yl-4,5-dihydro-furo[2,3-c]quinoline-2-carboxylic acid ethyl ester). As a reaction SMILES: C([O:3][C:4](=O)[C:5](=[O:30])[CH:6]([C:15]1[CH:20]=[CH:19][CH:18]=[C:17]([N:21]2[CH2:26][CH2:25][CH2:24][CH2:23][CH2:22]2)[C:16]=1[N+:27]([O-])=O)[CH2:7][C:8](=O)[C:9]([O:11][CH2:12][CH3:13])=[O:10])C.C(O)(=O)C>C1COCC1.C(Cl)Cl.[Cl-].[Na+].O.[Zn]>[CH2:12]([O:11][C:9]([C:8]1[O:30][C:5]2[C:4](=[O:3])[NH:27][C:16]3[C:17]([N:21]4[CH2:26][CH2:25][CH2:24][CH2:23][CH2:22]4)=[CH:18][CH:19]=[CH:20][C:15]=3[C:6]=2[CH:7]=1)=[O:10])[CH3:13] |f:4.5.6|. Procedure: A solution of 3-(2-nitro-3-piperidin-1-yl-phenyl)-2,5-dioxo-hexanedioic acid diethyl ester (iii) in THF is treated with acetic acid (“HOAc”) and is stirred at room temperature for 4 h. The reaction is treated with zinc dust (10 eq) and is stirred for an additional 2 h. The reaction is diluted with DCM, half saturated brine, and partitioned. The organic layer is washed with saturated aqueous NaHCO3, dried over MgSO4, filtered and concentrated. Chromatography gives 4-oxo-6-piperidin-1-yl-4,5-dihyd... The reactants are [Cl-].COC([C@@H](CC#C)[NH3+])=O ((R)-1-methoxy-1-oxopent-4-yn-2-aminium chloride), ClC1=NC=CC=C1[N+](=O)[O-] (2-chloro-3-nitropyridine), ClC1=NC=CC=C1[N+](=O)[O-] (2-chloro-3-nitropyridine). Solvent: CS(=O)C (DMSO). Conditions: time 5 day. Yields the product [N+](=O)([O-])C=1C(=NC=CC1)N[C@@H](C(=O)OC)CC#C ((R)-methyl 2-(3-nitropyridin-2-ylamino)pent-4-ynoate). Reaction SMILES: [Cl-].[CH3:2][O:3][C:4](=[O:10])[C@H:5]([NH3+:9])[CH2:6][C:7]#[CH:8].Cl[C:12]1[C:17]([N+:18]([O-:20])=[O:19])=[CH:16][CH:15]=[CH:14][N:13]=1>CS(C)=O>[N+:18]([C:17]1[C:12]([NH:9][C@H:5]([CH2:6][C:7]#[CH:8])[C:4]([O:3][CH3:2])=[O:10])=[N:13][CH:14]=[CH:15][CH:16]=1)([O-:20])=[O:19] |f:0.1|. Reported procedure: (R)-1-methoxy-1-oxopent-4-yn-2-aminium chloride (6.16 g, 38 mmol) in DMSO (100 mL) added 2-chloro-3-nitropyridine (9.0 g, 56 mmol) and then 2-chloro-3-nitropyridine (9.0 g, 56 mmol). The reaction mixture was stirred for 5 d. EtOAC (500 mL) was added and the diluted reaction mixture was washed with 4×brine (200 mL), dried, evaporated to give 10 g of crude material which was purified by column chromatograph (silica gel, 20-100% hex/tolune, EtOAc) to give the title compound. Starting materials: C1(CCC1)N1C=C(C(C2=CC(=C(C(=C12)F)F)F)=O)C(=O)O (1-cyclobutyl-6,7,8-trifluoro-1,4-dihydro-4-oxo-3-quinolinecarboxylic acid), 1,8-diazobicyclo[5.4.0]undec-7-ene, C(C)NCC1CNCC1 (3-[(ethylamino)methyl]pyrrolidine). Run in C(C)#N (acetonitrile). The product is C1(CCC1)N1C=C(C(C2=CC(=C(C(=C12)F)N1CC(CC1)CNCC)F)=O)C(=O)O (1-cyclobutyl-7-[3-[(ethylamino)methyl]-1-pyrrolidinyl]-6,8-difluoro-1,4-dihydro-4-oxo-3-quinolinecarboxylic acid). Yield: 67.6%. RXN SMILES: [CH:1]1([N:5]2[C:14]3[C:9](=[CH:10][C:11]([F:17])=[C:12](F)[C:13]=3[F:15])[C:8](=[O:18])[C:7]([C:19]([OH:21])=[O:20])=[CH:6]2)[CH2:4][CH2:3][CH2:2]1.[CH2:22]([NH:24][CH2:25][CH:26]1[CH2:30][CH2:29][NH:28][CH2:27]1)[CH3:23]>C(#N)C>[CH:1]1([N:5]2[C:14]3[C:9](=[CH:10][C:11]([F:17])=[C:12]([N:28]4[CH2:29][CH2:30][CH:26]([CH2:25][NH:24][CH2:22][CH3:23])[CH2:27]4)[C:13]=3[F:15])[C:8](=[O:18])[C:7]([C:19]([OH:21])=[O:20])=[CH:6]2)[CH2:4][CH2:3][CH2:2]1. Procedure: To 0.76 g (2.7 mmol) of the 1-cyclobutyl-6,7,8-trifluoro-1,4-dihydro-4-oxo-3-quinolinecarboxylic acid in 10 ml of acetonitrile was added 0.4 g (2.7 mmol) of 1,8-diazobicyclo[5.4.0]undec-7-ene and 0.36 g (2.7 mmol and 0.36 g (2.7 mmol) of 3-[(ethylamino)methyl]pyrrolidine. The mixture was refluxed for 3.5 hours, cooled, filtered, and washed with ether to give 0.74 g of 1-cyclobutyl-7-[3-[(ethylamino)methyl]-1-pyrrolidinyl]-6,8-difluoro-1,4-dihydro-4-oxo-3-quinolinecarboxylic acid, mp 223°-225° C. Reactants: COCCNCC1=CC=2SC(=CC2S1)S(=O)(=O)N (5-[(2-methoxy)ethylaminomethyl]thieno[3,2-b]thiophene-2-sulfonamide), Cl.C(C(C)C)NCC1=CC=2SC(=CC2S1)S(=O)(=O)N (5-Isobutylaminomethylthieno[3,2-b]thiophene-2-sulfonamide hydrochloride), C(C(C)C)NCC1=CC=2SC(=CC2S1)S(=O)(=O)N (5-isobutylaminomethylthieno[3,2-b]thiophene-2-sulfonamide). The product is Cl.COCCNCC1=CC=2SC(=CC2S1)S(=O)(=O)N (5-[(2-methoxy)ethylaminomethyl]thieno[3,2-b]thiophene-2-sulfonamide hydrochloride). RXN SMILES: [CH3:1][O:2][CH2:3][CH2:4][NH:5][CH2:6][C:7]1[S:14][C:13]2[CH:12]=[C:11]([S:15]([NH2:18])(=[O:17])=[O:16])[S:10][C:9]=2[CH:8]=1.C(NCC1SC2C=C(S(N)(=O)=O)SC=2C=1)C(C)C.[ClH:37].C(NCC1SC2C=C(S(N)(=O)=O)SC=2C=1)C(C)C>>[ClH:37].[CH3:1][O:2][CH2:3][CH2:4][NH:5][CH2:6][C:7]1[S:14][C:13]2[CH:12]=[C:11]([S:15]([NH2:18])(=[O:17])=[O:16])[S:10][C:9]=2[CH:8]=1 |f:2.3,4.5|. Reported procedure: The procedure of Example I was followed except that in Step L 5-[(2-methoxy)ethylaminomethyl]thieno[3,2-b]thiophene-2-sulfonamide was substituted for 5-isobutylaminomethylthieno[3,2-b]thiophene-2-sulfonamide to give 0.46 g of 5-[(2-methoxy)ethylaminomethyl]thieno[3,2-b]thiophene-2-sulfonamide hydrochloride, mp 224°-225° C. (D). Reactants: C(C1=CC=CC=C1)OC(=O)N1[C@H](C(=O)O)CCC1 (N-benzyloxycarbonyl-L-proline), C(C)N1CCOCC1 (N-ethylmorpholine), OC1=CC=CC=2NN=NC21 (hydroxybenzotriazole), C1(CCCCC1)N=C=NC1CCCCC1 (N,N'-dicyclohexylcarbodiimide), C(C1=CC=CC=C1)OC(N[C@@H](CC(C)C)C(NCP(=O)(CC(CC(C)C)C(N[C@@H](CC(C)C)C(NC)=O)=O)OC)=O)=O (benzyl[(S)-1-[[[methoxy[(RS)-4-methyl-2-[[(S)-3-methyl-1-(methylcarbamoyl)butyl]carbamoyl]pentyl]phosphinyl]methyl]carbamoyl]-3-methylbutyl]carbamate). The reagents and catalysts are [Pd] (palladium-on-charcoal). Solvent: CN(C=O)C (dimethylformamide), CO (methanol), Cl (hydrochloric acid). Conditions: temperature 0 celsius, time 18 hour. The product is COP(=O)(CC(CC(C)C)C(N[C@@H](CC(C)C)C(NC)=O)=O)CNC(=O)[C@H](CC(C)C)NC(=O)[C@H]1N(CCC1)C(=O)OCC1=CC=CC=C1 (benzyl(S)-2-[[(S)-1-[[[methoxy[(RS)-4-methyl-2-[[(S)-3-methyl-1-(methylcarbamoyl)butyl]carbamoyl]pentyl]phosphinyl]methyl]carbamoyl]-3-methylbutyl]carbamoyl]-1-pyrrolidinecarboxylate). The yield is 112.7%. RXN SMILES: C(OC(=O)[NH:10][C@H:11]([C:16](=[O:41])[NH:17][CH2:18][P:19]([O:39][CH3:40])([CH2:21][CH:22]([C:27](=[O:38])[NH:28][C@H:29]([C:34](=[O:37])[NH:35][CH3:36])[CH2:30][CH:31]([CH3:33])[CH3:32])[CH2:23][CH:24]([CH3:26])[CH3:25])=[O:20])[CH2:12][CH:13]([CH3:15])[CH3:14])C1C=CC=CC=1.[CH2:43]([O:50][C:51]([N:53]1[CH2:60][CH2:59][CH2:58][C@H:54]1[C:55]([OH:57])=O)=[O:52])[C:44]1[CH:49]=[CH:48][CH:47]=[CH:46][CH:45]=1.C(N1CCOCC1)C.OC1C2N=NNC=2C=CC=1.C1(N=C=NC2CCCCC2)CCCCC1>CO.Cl.CN(C)C=O.[Pd]>[CH3:40][O:39][P:19]([CH2:18][NH:17][C:16]([C@@H:11]([NH:10][C:55]([C@@H:54]1[CH2:58][CH2:59][CH2:60][N:53]1[C:51]([O:50][CH2:43][C:44]1[CH:45]=[CH:46][CH:47]=[CH:48][CH:49]=1)=[O:52])=[O:57])[CH2:12][CH:13]([CH3:15])[CH3:14])=[O:41])([CH2:21][CH:22]([C:27](=[O:38])[NH:28][C@H:29]([C:34](=[O:37])[NH:35][CH3:36])[CH2:30][CH:31]([CH3:33])[CH3:32])[CH2:23][CH:24]([CH3:26])[CH3:25])=[O:20]. Reported procedure: 0.75 g of benzyl[(S)-1-[[[methoxy[(RS)-4-methyl-2-[[(S)-3-methyl-1-(methylcarbamoyl)butyl]carbamoyl]pentyl]phosphinyl]methyl]carbamoyl]-3-methylbutyl]carbamate was dissolved in 60 ml of methanol containing 1.4 ml of 1M hydrochloric acid. The solution was hydrogenated over 0.1 g of 10% palladium-on-charcoal for 4 hours. After filtration and evaporation, the residue was re-evaporated three times with 30 ml of toluene each time in order to remove water. The white residue obtained was dissolved in 1... Reactants: N1(CCCCC1)C1=NC=C(C=C1)N (3,4,5,6-Tetrahydro-2H-[1,2′]bipyridinyl-5′-ylamine), N1=CC=CC=C1 (pyridine), C1(=CC=CC=C1)OC(=O)Cl (Phenylchloroformate), O (Water), EtOAc hexanes. The solvent is C(Cl)Cl (CH2Cl2). Conditions: time 24 hour. Product: C1(=CC=CC=C1)OC(NC=1C=CC(=NC1)N1CCCCC1)=O ((3,4,5,6-tetrahydro-2H-[1,2′]bipyridinyl-5′-yl)-carbamic acid phenyl ester). RXN SMILES: [N:1]1([C:7]2[CH:12]=[CH:11][C:10]([NH2:13])=[CH:9][N:8]=2)[CH2:6][CH2:5][CH2:4][CH2:3][CH2:2]1.N1C=CC=CC=1.[C:20]1([O:26][C:27](Cl)=[O:28])[CH:25]=[CH:24][CH:23]=[CH:22][CH:21]=1.O>C(Cl)Cl>[C:20]1([O:26][C:27](=[O:28])[NH:13][C:10]2[CH:11]=[CH:12][C:7]([N:1]3[CH2:2][CH2:3][CH2:4][CH2:5][CH2:6]3)=[N:8][CH:9]=2)[CH:25]=[CH:24][CH:23]=[CH:22][CH:21]=1. Procedure details: 3,4,5,6-Tetrahydro-2H-[1,2′]bipyridinyl-5′-ylamine (1.01 g, 5.7 mmol) and pyridine (12 ml) are stirred in dry CH2Cl2. Phenylchloroformate (1.3 g, 8.5 mmol) is added to this mixture and stirred for 24 h at room temperature. Water and a solution of 1:1 EtOAc/hexanes is added and the organic layer is separated. The organic layer is washed with 1N HCl three times and with brine once. The organic layer is dried over Na2SO4, filter, and evaporated in vacuo. Purify by flash column chromatography (0-10%...